describe an organic reaction: reactants, conditions, products, and yield From a dataset of the Open Reaction Database (ORD), a public repository of structured organic reaction records. Starting materials: C(C)(C)(C)OC(=O)N1C2C(CC1)N(CC2C2=CNC1=CC(=CC=C21)F)C2CCCC2 (4-Cyclopentyl-6-(6-fluoro-1H-indol-3-yl)-hexahydro-pyrrolo[3,2-b]pyrrole-1-carboxylic acid tert-butyl ester), C(=O)(C(F)(F)F)O (TFA). Solvent: C(Cl)Cl (DCM). Run at temperature 0 celsius, time 1 hour. Yields the product C1(CCCC1)N1C2C(C(C1)C1=CNC3=CC(=CC=C13)F)NCC2 (3-(1-Cyclopentyl-octahydro-pyrrolo[3,2-b]pyrrol-3-yl)-6-fluoro-1H-indole). Isolated yield 93.1%. RXN SMILES: C(OC([N:8]1[CH2:12][CH2:11][CH:10]2[N:13]([CH:26]3[CH2:30][CH2:29][CH2:28][CH2:27]3)[CH2:14][CH:15]([C:16]3[C:24]4[C:19](=[CH:20][C:21]([F:25])=[CH:22][CH:23]=4)[NH:18][CH:17]=3)[CH:9]12)=O)(C)(C)C.C(O)(C(F)(F)F)=O>C(Cl)Cl>[CH:26]1([N:13]2[CH2:14][CH:15]([C:16]3[C:24]4[C:19](=[CH:20][C:21]([F:25])=[CH:22][CH:23]=4)[NH:18][CH:17]=3)[CH:9]3[NH:8][CH2:12][CH2:11][CH:10]23)[CH2:30][CH2:29][CH2:28][CH2:27]1. Procedure details: A solution containing 36 (2.0 g, 4.8 mmol) in DCM (20 mL) was cooled to 0° C. TFA (6 mL) was added and the pink reaction mixture was stirred at 0° C. After 1 h, the reaction mixture was warmed to ambient temperature then concentrated in vacuo. The residue was dissolved in EtOAc and the organic solution was washed successively with saturated aqueous NaHCO3 and brine, dried over anhydrous Na2SO4, filtered, and concentrated to afford 1.4 g of 37 which was used without further purification. 1H NMR (...